This data is from the Open Reaction Database (ORD), a public repository of structured organic reaction records. The task is: describe an organic reaction: reactants, conditions, products, and yield Reactants: CC(C)OC(=O)/N=N/C(=O)OC(C)C (Diisopropylazodicarboxylate), C1(=CC=CC=C1)P(C1=CC=CC=C1)C1=CC=CC=C1 (triphenylphosphine), NC1=NC=CC=C1CO ((2-aminopyridin-3-yl)methanol), C1(CCCC1)C1=CC=C(C=C1)O (4-cyclopentylphenol). The solvent is C1CCOC1 (THF). Conditions: time 20 hour. Product: C1(CCCC1)C1=CC=C(OCC=2C(=NC=CC2)N)C=C1 (3-((4-cyclopentylphenoxy)methyl)pyridin-2-amine). Yield: 8.5%. RXN SMILES: CC(OC(/N=N/C(OC(C)C)=O)=O)C.C1(P(C2C=CC=CC=2)C2C=CC=CC=2)C=CC=CC=1.[NH2:34][C:35]1[C:40]([CH2:41][OH:42])=[CH:39][CH:38]=[CH:37][N:36]=1.[CH:43]1([C:48]2[CH:53]=[CH:52][C:51](O)=[CH:50][CH:49]=2)[CH2:47][CH2:46][CH2:45][CH2:44]1>C1COCC1>[CH:43]1([C:48]2[CH:49]=[CH:50][C:51]([O:42][CH2:41][C:40]3[C:35]([NH2:34])=[N:36][CH:37]=[CH:38][CH:39]=3)=[CH:52][CH:53]=2)[CH2:44][CH2:45][CH2:46][CH2:47]1. Reported procedure: Diisopropylazodicarboxylate (0.714 mL) was added to a solution of triphenylphosphine (951 mg), (2-aminopyridin-3-yl)methanol (300 mg) and 4-cyclopentylphenol (392 mg) in THF (dry) (20 mL) at room temperature and the mixture was stirred for 20 hr. Volatiles were removed in vacuo with silica-gel. The silica-supported mixture was purified by column chromatography (1st; NH-silica gel, eluted with EtOAc in hexane, 2nd; silica gel, eluted with EtOAc in hexane) to give the title compound (55.4 mg) as a... Reported procedure: To a cooled (0° C.) mixture of Phosphoryl chloride (55 mL, 0.59 mol) and N,N-Dimethylformamide (27 mL, 0.35 mol) was added 2-Methylsulfanyl-pyrrolo[2,1-f][1,2,4]triazine (3.70 g, 0.0224 mol) in N,N-Dimethylformamide (55 mL, 0.71 mol). The addition was added to ensure that the temperature of the reaction stayed below 20° C. After complete addition of 7-Bromo-2-methylsulfanyl-pyrrolo[2,1-f][1,2,4]triazine, the mixture was heated at 80° C. and was allowed to stir until HPLC showed consumption of st... As a reaction SMILES: P(Cl)(Cl)(Cl)=O.CN(C)[CH:8]=[O:9].[CH3:11][S:12][C:13]1[N:18]=[CH:17][C:16]2=[CH:19][CH:20]=[CH:21][N:15]2[N:14]=1.BrC1N2C(C=NC(SC)=N2)=CC=1>>[CH3:11][S:12][C:13]1[N:18]=[CH:17][C:16]2=[CH:19][CH:20]=[C:21]([CH:8]=[O:9])[N:15]2[N:14]=1. Run at temperature 80 celsius. The yield is 78.6%. Yields the product CSC1=NN2C(C=N1)=CC=C2C=O (2-Methylsulfanyl-pyrrolo[2,1-f][1,2,4]triazine-7-carbaldehyde). Starting materials: BrC1=CC=C2C=NC(=NN21)SC (7-Bromo-2-methylsulfanyl-pyrrolo[2,1-f][1,2,4]triazine), P(=O)(Cl)(Cl)Cl (Phosphoryl chloride), CN(C=O)C (N,N-Dimethylformamide), CSC1=NN2C(C=N1)=CC=C2 (2-Methylsulfanyl-pyrrolo[2,1-f][1,2,4]triazine), CN(C=O)C (N,N-Dimethylformamide). The reactants are ClC1=CC(=CC(=C1)C)C (1-chloro-3,5-dimethylbenzene), ClC1=CC=C(C(=O)Cl)C=C1 (4-chlorobenzoyl chloride), [Cl-].[Al+3].[Cl-].[Cl-] (aluminum chloride). The solvent is C(=S)=S (carbon disulfide). Reaction conditions: temperature 0 celsius, time 20 hour. Product: ClC1=CC=C(C(=O)C2=C(C=C(C=C2C)C)Cl)C=C1 (1-(4-chlorobenzoyl)-2-chloro-4,6-dimethylbenzene). Yield: 33.9%. RXN SMILES: [Cl:1][C:2]1[CH:7]=[C:6]([CH3:8])[CH:5]=[C:4]([CH3:9])[CH:3]=1.[Cl:10][C:11]1[CH:19]=[CH:18][C:14]([C:15](Cl)=[O:16])=[CH:13][CH:12]=1.[Cl-].[Al+3].[Cl-].[Cl-]>C(=S)=S>[Cl:10][C:11]1[CH:19]=[CH:18][C:14]([C:15]([C:3]2[C:4]([CH3:9])=[CH:5][C:6]([CH3:8])=[CH:7][C:2]=2[Cl:1])=[O:16])=[CH:13][CH:12]=1 |f:2.3.4.5|. Procedure: A stirred, 0° C. solution of 1-chloro-3,5-dimethylbenzene (10.9 g, 77.2 mmol) and 4-chlorobenzoyl chloride (13.6 g, 77.2 mmol) in carbon disulfide (165 ml) was treated with aluminum chloride (11.4 g, 85.0 mmol) in portions over 15 minutes. The mixture was stirred 15 minutes at 0° C., 60 minutes at ambient temperature, 20 hours at reflux and 3 days at ambient temperature. The mixture was cooled to 0° C. and quenched by addition of ice (250 g) followed by concentrated hydrochloric acid (60 ml). Th... Starting materials: CC(O)C(C)O, CC1CCC(C(C)C)C(C(=O)Cl)C1, O. Product: CC1CCC(C(C)C)C(C(=O)OC(C)C(C)O)C1. Reaction SMILES: [CH3:14][CH:15]([CH:16]([CH3:17])[OH:18])[OH:19].[CH:1]1([CH3:13])[CH2:2][CH:3]([C:10](=[O:11])[Cl:12])[CH:4]([CH:7]([CH3:8])[CH3:9])[CH2:5][CH2:6]1.[OH2:20]>>[CH:1]1([CH3:13])[CH2:2][CH:3]([C:10](=[O:11])[O:19][CH:15]([CH3:14])[CH:16]([CH3:17])[OH:18])[CH:4]([CH:7]([CH3:8])[CH3:9])[CH2:5][CH2:6]1. Reactants: C(CC(=O)OC)(=O)OC (dimethyl malonate), potassium t-butylate, S1C(=CC=C1)CCl (2-thienylmethylchloride). The solvent is C1CCOC1 (THF), C1CCOC1 (THF). Run at time 3 hour. The product is title compound ( I ), S1C(=CC=C1)CC(C(=O)OC)(C(=O)OC)CC=1SC=CC1 (dimethyl bis-(2-thienylmethyl)malonate). As a reaction SMILES: [C:1]([O:8][CH3:9])(=[O:7])[CH2:2][C:3]([O:5][CH3:6])=[O:4].[S:10]1[CH:14]=[CH:13][CH:12]=[C:11]1[CH2:15]Cl>C1COCC1>[S:10]1[CH:14]=[CH:13][CH:12]=[C:11]1[CH2:15][C:2]([CH2:15][C:11]1[S:10][CH:14]=[CH:13][CH:12]=1)([C:1]([O:8][CH3:9])=[O:7])[C:3]([O:5][CH3:6])=[O:4]. Reported procedure: 87.8 g of dimethyl malonate and 41.0 g of potassium t-butylate are dissolved in 1.1 l of THF (anhydrous) while cooling in ice, and, under argon, 44.1 g of 2-thienylmethylchloride in 500 ml of THF are added dropwise. The mixture is stirred at R.T. for 3 h, the KCL is removed by filtration, the solvent is removed in vacuo, and the residue is chromatographed. 33.8 g of the title compound (I) are obtained as a colorless oil, in addition to 8.8 g of dimethyl bis-(2-thienylmethyl)malonate (II) The yield is 16.3%. Reaction SMILES: [C:8]([CH3:9])([CH3:10])([CH3:11])[c:12]1[n:13][n:14]([CH2:25][c:26]2[cH:27][cH:28][c:29]([C:30](=[O:31])[O:32][CH3:33])[cH:34][cH:35]2)[c:15]([CH2:17][CH2:18][c:19]2[cH:20][cH:21][cH:22][cH:23][cH:24]2)[cH:16]1.[CH3:1][N:2]1[CH2:3][CH2:4][NH:5][CH2:6][CH2:7]1.[ClH:36]>>[C:8]([CH3:9])([CH3:10])([CH3:11])[c:12]1[n:13][n:14]([CH2:25][c:26]2[cH:27][cH:28][c:29]([CH:30]=[O:31])[cH:34][cH:35]2)[c:15]([CH2:17][CH2:18][c:19]2[cH:20][cH:21][cH:22][cH:23][cH:24]2)[cH:16]1. Yields the product CC(C)(C)c1cc(CCc2ccccc2)n(Cc2ccc(C=O)cc2)n1. Starting materials: COC(=O)c1ccc(Cn2nc(C(C)(C)C)cc2CCc2ccccc2)cc1, CN1CCNCC1, Cl. Starting materials: OC=1C=CC2=C(SC3=C(CN2)C=CC=C3)C1 (10.11-dihydro-7-hydroxydibenzo [b,f][1,4]thiazepin), ClC1=CC(=CC=C1)C(=O)OO (m-chloroperbenzoic acid), [OH-].[Ca+2].[OH-] (calcium hydroxide). The solvent is C(Cl)Cl (methylene chloride). Run at temperature 0 celsius, time 1 hour. Yields the product OC=1C=CC2=C(S(C3=C(C=N2)C=CC=C3)(=O)=O)C1 (7-Hydroxydibenzo[b,f][1,4]thiazepin-5,5-dioxide). Reaction SMILES: [OH:1][C:2]1[CH:3]=[CH:4][C:5]2[NH:11][CH2:10][C:9]3[CH:12]=[CH:13][CH:14]=[CH:15][C:8]=3[S:7][C:6]=2[CH:16]=1.ClC1C=CC=C(C(OO)=O)C=1.[OH-:28].[Ca+2].[OH-:30]>C(Cl)Cl>[OH:1][C:2]1[CH:3]=[CH:4][C:5]2[N:11]=[CH:10][C:9]3[CH:12]=[CH:13][CH:14]=[CH:15][C:8]=3[S:7](=[O:30])(=[O:28])[C:6]=2[CH:16]=1 |f:2.3.4|. Procedure: A mixture of 10.11-dihydro-7-hydroxydibenzo [b,f][1,4]thiazepin (2.2 g,10 mmoles) and m-chloroperbenzoic acid (3.4 g,20 mmoles) in methylene chloride (250 ml) was stirred at 0° C. for 1 hour. The reaction mixture was treated with 4 g of calcium hydroxide for 15 minutes and was then filtered. The filtrate was chromatographed on silica gel, eluting with 5% methanol in chloroform, to yield the title compound, m.p. 202° (dec.).